The task is: describe an organic reaction: reactants, conditions, products, and yield. This data is from the Open Reaction Database (ORD), a public repository of structured organic reaction records. Reactants: [O-]CC.[Na+] (Sodium ethoxide), IC1=C(C(=CC=C1)[N+](=O)[O-])C (1-iodo-2-methyl-3-nitro-benzene), C(C)O (ethanol), C(C(=O)OCC)(=O)OCC (diethyl oxalate). Solvent: O (water). Run at temperature 100 celsius. Yields the product IC1=C(C(=CC=C1)[N+](=O)[O-])CC(C(=O)O)=O (3-(2-iodo-6-nitro-phenyl)-2-oxo-propionic acid). Reaction SMILES: [O-]CC.[Na+].[I:5][C:6]1[CH:11]=[CH:10][CH:9]=[C:8]([N+:12]([O-:14])=[O:13])[C:7]=1[CH3:15].C(O)C.[C:19](OCC)(=[O:25])[C:20]([O:22]CC)=[O:21]>O>[I:5][C:6]1[CH:11]=[CH:10][CH:9]=[C:8]([N+:12]([O-:14])=[O:13])[C:7]=1[CH2:15][C:19](=[O:25])[C:20]([OH:22])=[O:21] |f:0.1|. Procedure details: Sodium ethoxide solution (35 ml, 44 mmol) in an ice-water bath was added dropwise with a solution of 1-iodo-2-methyl-3-nitro-benzene 74b in ethanol (35 ml, 40 mmol) under an argon atmosphere. Upon completion of the addition, the reaction mixture was stirred until substantial brown precipitates were formed, and added with diethyl oxalate (6 ml, 44 mmol) in one portion. The reaction mixture was refluxed at 100° C. in an oil bath for 0.5 hour, added with water (70 ml) and refluxed for another 1 hou...